From a dataset of the Open Reaction Database (ORD), a public repository of structured organic reaction records. describe an organic reaction: reactants, conditions, products, and yield The reactants are ClC1=CC=C(C=C1)C1(CCC1)C(=O)Cl (1-(4-chlorophenyl)-cyclobutanecarbonyl chloride), N12CC(C(CC1)CC2)O (3-quinuclidinol). The product is Cl.ClC1=CC=C(C=C1)C1(CCC1)C(=O)OC1CN2CCC1CC2 (3-Quinuclidinyl 1-(4-chlorophenyl)cyclobutanecarboxylate Hydrochloride). RXN SMILES: [Cl:1][C:2]1[CH:7]=[CH:6][C:5]([C:8]2([C:12](Cl)=[O:13])[CH2:11][CH2:10][CH2:9]2)=[CH:4][CH:3]=1.[N:15]12[CH2:22][CH2:21][CH:18]([CH2:19][CH2:20]1)[CH:17]([OH:23])[CH2:16]2>>[ClH:1].[Cl:1][C:2]1[CH:3]=[CH:4][C:5]([C:8]2([C:12]([O:23][CH:17]3[CH:18]4[CH2:21][CH2:22][N:15]([CH2:20][CH2:19]4)[CH2:16]3)=[O:13])[CH2:11][CH2:10][CH2:9]2)=[CH:6][CH:7]=1 |f:2.3|. Procedure: The title compound was prepared in an analogous manner to that in Example 36 by reacting 1-(4-chlorophenyl)-cyclobutanecarbonyl chloride with 3-quinuclidinol at 80° C. for 25 h. The yield was 0.7 g (43%); mp 205-208° C.; 1H NMR (D2O) δ 1.73-1.85 (m, 2H), 1.86-1.97 (m, 2H), 2.04-2.15 (m, 2H), 2.32 (m, 1H), 2.48-2.63 (m, 2H), 2.87 (m, 2H), 3.12 (m, 1H), 3.22 (d, 1H), 3.27-3.42 (m, 3H), 3.73 (m, 1H), 5.17 (m, 1H), 7.37 (d, 2H), 7.43 (d, 2H). Anal. (C18H22ClNO2.HCl) C, H, N. The reactants are COC1=C(C=C(C=C1[N+](=O)[O-])C)[N+](=O)[O-] (2-Methoxy-5-methyl-1,3-dinitrobenzene), Cl (Hydrochloric acid), [Sn] (Tin), [Sn] (tin). Conditions: time 2 hour. Yields the product Cl.NC1=C(C(=CC(=C1)C)N)OC (2,6-Diamino-4-methylanisole hydrochloride). As a reaction SMILES: [CH3:1][O:2][C:3]1[C:8]([N+:9]([O-])=O)=[CH:7][C:6]([CH3:12])=[CH:5][C:4]=1[N+:13]([O-])=O.[Sn].[ClH:17]>>[ClH:17].[NH2:13][C:4]1[CH:5]=[C:6]([CH3:12])[CH:7]=[C:8]([NH2:9])[C:3]=1[O:2][CH3:1] |f:3.4,^3:15|. Procedure: 2-Methoxy-5-methyl-1,3-dinitrobenzene (0.050 g, 0.236 mmol) was suspended in conc. Hydrochloric acid (1.2 mL). Tin granules (0.118 g, 0.995 mmol) were added slowly to the mixture with stirring at room temperature. After 2 hours, the solution turned white (all the tin granules were dissolved), the solution was cooled to 4° C. The product was collected as a white precipitate and recrystallized from hot water-concentrated hydrochloric acid. Yield=0.037 g (70%) from 0.050 g 2-Methoxy-5-methyl-1,3-di... Reactants: ON1N=NC2=C1C=CC=C2 (1-hydroxybenzotriazole), CCN=C=NCCCN(C)C (EDCI), C(C)(C)N(C(C)C)CC (N,N-diisopropylethylamine), C([O-])([O-])=O.[NH4+].[NH4+] (Ammonium carbonate), C(C)(C)(C)OC(=O)N1CCC(CC1)C1=CC=C(C=C1)NC1=NC=C(C(=N1)CCC1=NC=NC=C1CC(=O)[O-])C(F)(F)F.[Li+] (Lithium 2-(4-(2-(2-((4-(1-(tert-butoxycarbonyl)piperidin-4-yl)phenyl)amino)-5-(trifluoro-methyl)pyrimidin-4-yl)ethyl)pyrimidin-5-yl)acetate), ON1N=NC2=C1C=CC=C2 (1-hydroxybenzotriazole), CCN=C=NCCCN(C)C (EDCI), C(C)(C)N(C(C)C)CC (N,N-diisopropylethylamine), C([O-])([O-])=O.[NH4+].[NH4+] (ammonium carbonate). Run in CCOC(=O)C (EtOAc), CO (methanol), CN(C)C=O (DMF), C1CCOC1 (THF). Run at time 10 minute. The product is NC(CC=1C(=NC=NC1)CCC1=NC(=NC=C1C(F)(F)F)NC1=CC=C(C=C1)C1CCN(CC1)C(=O)OC(C)(C)C)=O (tert-Butyl 4-(4-((4-(2-(5-(2-amino-2-oxoethyl)pyrimidin-4-yl)ethyl)-5-(trifluoromethyl)pyrimidin-2-yl)amino)phenyl)piperidine-1-carboxylate). The yield is 81.1%. Reaction SMILES: [C:1]([O:5][C:6]([N:8]1[CH2:13][CH2:12][CH:11]([C:14]2[CH:19]=[CH:18][C:17]([NH:20][C:21]3[N:26]=[C:25]([CH2:27][CH2:28][C:29]4[C:34]([CH2:35][C:36]([O-:38])=O)=[CH:33][N:32]=[CH:31][N:30]=4)[C:24]([C:39]([F:42])([F:41])[F:40])=[CH:23][N:22]=3)=[CH:16][CH:15]=2)[CH2:10][CH2:9]1)=[O:7])([CH3:4])([CH3:3])[CH3:2].[Li+].O[N:45]1C2C=CC=CC=2N=N1.CCN=C=NCCCN(C)C.C(N(CC)C(C)C)(C)C.C(=O)([O-])[O-].[NH4+].[NH4+]>C1COCC1.CCOC(C)=O.CO.CN(C=O)C>[NH2:45][C:36](=[O:38])[CH2:35][C:34]1[C:29]([CH2:28][CH2:27][C:25]2[C:24]([C:39]([F:41])([F:40])[F:42])=[CH:23][N:22]=[C:21]([NH:20][C:17]3[CH:18]=[CH:19][C:14]([CH:11]4[CH2:10][CH2:9][N:8]([C:6]([O:5][C:1]([CH3:3])([CH3:4])[CH3:2])=[O:7])[CH2:13][CH2:12]4)=[CH:15][CH:16]=3)[N:26]=2)=[N:30][CH:31]=[N:32][CH:33]=1 |f:0.1,5.6.7|. Procedure: Lithium 2-(4-(2-(2-((4-(1-(tert-butoxycarbonyl)piperidin-4-yl)phenyl)amino)-5-(trifluoro-methyl)pyrimidin-4-yl)ethyl)pyrimidin-5-yl)acetate (I113) (0.092 g, 0.16 mmol) was dissolved in dry THF (7 mL) and dry DMF (1 mL) under an atmosphere of nitrogen. To the solution were added 1-hydroxybenzotriazole (0.023 g, 0.17 mmol) and EDCI (0.033 g, 0.17 mmol) and N,N-diisopropylethylamine (0.109 mL, 0.624 mmol) and the reaction mixture was stirred at room temperature for 10 minutes. Ammonium carbonate (0... The reactants are ClC1=C(C#N)C=C(C(=C1Cl)F)F (2,3-dichloro-4,5-difluorobenzonitrile), S(O)(O)(=O)=O (sulfuric acid), ice water. Yields the product ClC1=C(C(=O)N)C=C(C(=C1Cl)F)F (2,3-Dichloro-4,5-difluorobenzamide). RXN SMILES: [Cl:1][C:2]1[C:9]([Cl:10])=[C:8]([F:11])[C:7]([F:12])=[CH:6][C:3]=1[C:4]#[N:5].S(=O)(=O)(O)[OH:14]>>[Cl:1][C:2]1[C:9]([Cl:10])=[C:8]([F:11])[C:7]([F:12])=[CH:6][C:3]=1[C:4]([NH2:5])=[O:14]. Reported procedure: A solution of 2,3-dichloro-4,5-difluorobenzonitrile (1.0 g) in concentrated sulfuric acid (2.5 ml) was stirred at 90° to 100° C. for 30 minutes and then cooled. The residue was poured into ice water and the resulting precipitate was collected by filtration and recrystallized from benzene to give the title compound (0.51 g) as colorless needles, mp 153°-155° C. Starting materials: [BH4-], CCOCNc1ccc(C(=O)NCc2ccc(Oc3ccccc3)s2)cn1, CCOC(C)=O, CS(C)=O, [Na+], O. Yields the product CNc1ccc(C(=O)NCc2ccc(Oc3ccccc3)s2)cn1. RXN SMILES: [BH4-:28].[CH2:1]([O:2][CH2:4][NH:5][c:6]1[n:7][cH:8][c:9]([C:10](=[O:11])[NH:12][CH2:13][c:14]2[s:15][c:16]([O:19][c:20]3[cH:21][cH:22][cH:23][cH:24][cH:25]3)[cH:17][cH:18]2)[cH:26][cH:27]1)[CH3:3].[CH3:31][CH2:32][O:33][C:34](=[O:35])[CH3:36].[CH3:37][S:38]([CH3:39])=[O:40].[Na+:29].[OH2:30]>>[CH3:4][NH:5][c:6]1[n:7][cH:8][c:9]([C:10](=[O:11])[NH:12][CH2:13][c:14]2[s:15][c:16]([O:19][c:20]3[cH:21][cH:22][cH:23][cH:24][cH:25]3)[cH:17][cH:18]2)[cH:26][cH:27]1. The reactants are C(CCCCC)C1(OC2=C(C3=C1SCC3)C(=CC(=C2)C)O)CCCCCC (4,4-di(1-hexyl)-1,2-dihydro-9-hydroxy-7-methyl-4H-thieno [2,3-c][1]benzopyran), Br.N1(CCCC1)CCCC(=O)O (γ-pyrrolidinobutyric acid, hydrobromide salt), C1(CCCCC1)N=C=NC1CCCCC1 (dicyclohexylcarbodiimide). Product: Br.C(CCCCC)C1(OC2=C(C3=C1SCC3)C(=CC(=C2)C)OC(CCCN2CCCC2)=O)CCCCCC (4,4-di(1-Hexyl)-1,2-dihydro-7-methyl-9-[4-(pyrrolidino) butyryloxy]-4H-thieno[2,3-c][1]benzopyran hydrobromide). RXN SMILES: [CH2:1]([C:7]1([CH2:22][CH2:23][CH2:24][CH2:25][CH2:26][CH3:27])[C:12]2[S:13][CH2:14][CH2:15][C:11]=2[C:10]2[C:16]([OH:21])=[CH:17][C:18]([CH3:20])=[CH:19][C:9]=2[O:8]1)[CH2:2][CH2:3][CH2:4][CH2:5][CH3:6].[BrH:28].[N:29]1([CH2:34][CH2:35][CH2:36][C:37](O)=[O:38])[CH2:33][CH2:32][CH2:31][CH2:30]1.C1(N=C=NC2CCCCC2)CCCCC1>>[BrH:28].[CH2:22]([C:7]1([CH2:1][CH2:2][CH2:3][CH2:4][CH2:5][CH3:6])[C:12]2[S:13][CH2:14][CH2:15][C:11]=2[C:10]2[C:16]([O:21][C:37](=[O:38])[CH2:36][CH2:35][CH2:34][N:29]3[CH2:33][CH2:32][CH2:31][CH2:30]3)=[CH:17][C:18]([CH3:20])=[CH:19][C:9]=2[O:8]1)[CH2:23][CH2:24][CH2:25][CH2:26][CH3:27] |f:1.2,4.5|. Procedure: By reacting 1,2-dihydro-9-hydroxy-7-methyl-4-oxo-4H-thieno[2,3-c][1]benzopyran with n-hexyl magnesium bromide, using the procedure described in Example 8, there is obtained 4,4-di(1-hexyl)-1,2-dihydro-9-hydroxy-7-methyl-4H-thieno [2,3-c][1]benzopyran. The benzopyran is then reacted with γ-pyrrolidinobutyric acid, hydrobromide salt and dicyclohexylcarbodiimide according to the method of Example 10 to yield the desired ester. Starting materials: CC(=O)OCc1cc(Nc2ccc(C#N)cc2)ccc1Br, CN(C)C=O, [H-], CI, [Na+], O. Product: CC(=O)OCc1cc(N(C)c2ccc(C#N)cc2)ccc1Br. RXN SMILES: [C:1]([CH3:2])(=[O:3])[O:4][CH2:5][c:6]1[c:7]([Br:21])[cH:8][cH:9][c:10]([NH:12][c:13]2[cH:14][cH:15][c:16]([C:19]#[N:20])[cH:17][cH:18]2)[cH:11]1.[CH3:27][N:28]([CH3:29])[CH:30]=[O:31].[H-:24].[I:22][CH3:23].[Na+:25].[OH2:26]>>[C:1]([CH3:2])(=[O:3])[O:4][CH2:5][c:6]1[c:7]([Br:21])[cH:8][cH:9][c:10]([N:12]([c:13]2[cH:14][cH:15][c:16]([C:19]#[N:20])[cH:17][cH:18]2)[CH3:23])[cH:11]1. Procedure details: 1.00 g of 2-chloro-5,6-diphenylpyrazine was added to 18.7 ml of 2M ethylamine in methanol and the mixture was reacted in a sealed tube at 80° C. for 16 hours. After cooling, 12 ml of a 2M ethylaminemethanol solution was further added, followed by continuous stirring in the sealed tube at 90° C. for 17.5 hours and further stirring at room temperature for 46 hours. After the solvent was evaporated under reduced pressure, the residue was purified by silica gel column chromatography to obtain 531 mg... Run in CO (methanol). RXN SMILES: Cl[C:2]1[CH:7]=[N:6][C:5]([C:8]2[CH:13]=[CH:12][CH:11]=[CH:10][CH:9]=2)=[C:4]([C:14]2[CH:19]=[CH:18][CH:17]=[CH:16][CH:15]=2)[N:3]=1.[CH2:20]([NH2:22])[CH3:21]>CO>[C:8]1([C:5]2[N:6]=[CH:7][C:2]([NH:22][CH2:20][CH3:21])=[N:3][C:4]=2[C:14]2[CH:19]=[CH:18][CH:17]=[CH:16][CH:15]=2)[CH:13]=[CH:12][CH:11]=[CH:10][CH:9]=1. Conditions: temperature 90 celsius, time 17.5 hour. The reactants are ClC1=NC(=C(N=C1)C1=CC=CC=C1)C1=CC=CC=C1 (2-chloro-5,6-diphenylpyrazine), C(C)N (ethylamine). Yields the product C1(=CC=CC=C1)C=1N=CC(=NC1C1=CC=CC=C1)NCC (5,6-diphenyl-2-(ethylamino)pyrazine). The reactants are S1C2=C(C=C1)C(=CC=C2)N2CCN(CC2)CCCCCN2C(C=CC1=CC=CC=C21)=O (1-[5-(4-benzo[b]thiophen-4-yl-piperazin-1-yl)pentyl]-1H-quinolin-2-one), ClCCCCCN1C(C=CC2=CC=CC=C12)=O (1-(5-chloropentyl)-1H-quinolin-2-one), C(C)O.Cl (hydrochloric acid ethanol). Run in C(C)O (ethanol). Product: Cl.S1C2=C(C=C1)C(=CC=C2)N2CCN(CC2)CCCCCN2C(C=CC1=CC=CC=C21)=O (1-[5-(4-benzo[b]thiophen-4-yl-piperazin-1-yl)pentyl]-1H-quinolin-2-one hydrochloride). As a reaction SMILES: [S:1]1[CH:5]=[CH:4][C:3]2[C:6]([N:10]3[CH2:15][CH2:14][N:13]([CH2:16][CH2:17][CH2:18][CH2:19][CH2:20][N:21]4[C:30]5[C:25](=[CH:26][CH:27]=[CH:28][CH:29]=5)[CH:24]=[CH:23][C:22]4=[O:31])[CH2:12][CH2:11]3)=[CH:7][CH:8]=[CH:9][C:2]1=2.[Cl:32]CCCCCN1C2C(=CC=CC=2)C=CC1=O.C(O)C.Cl>C(O)C>[ClH:32].[S:1]1[CH:5]=[CH:4][C:3]2[C:6]([N:10]3[CH2:15][CH2:14][N:13]([CH2:16][CH2:17][CH2:18][CH2:19][CH2:20][N:21]4[C:30]5[C:25](=[CH:26][CH:27]=[CH:28][CH:29]=5)[CH:24]=[CH:23][C:22]4=[O:31])[CH2:12][CH2:11]3)=[CH:7][CH:8]=[CH:9][C:2]1=2 |f:2.3,5.6|. Procedure details: By a similar method as in Example 1, 1-[5-(4-benzo[b]thiophen-4-yl-piperazin-1-yl)pentyl]-1H-quinolin-2-one was prepared from 1-(5-chloropentyl)-1H-quinolin-2-one, and after it was made into an ethanol solution, 1N hydrochloric acid ethanol solution was added thereto, precipitated crystals were separated by filtration, and thereby 1-[5-(4-benzo[b]thiophen-4-yl-piperazin-1-yl)pentyl]-1H-quinolin-2-one hydrochloride was obtained in the form of a white powder.